Dataset: the Open Reaction Database (ORD), a public repository of structured organic reaction records. Task: describe an organic reaction: reactants, conditions, products, and yield The reactants are NC1=C(C(=O)NC)C=CC=C1 (2-amino-N-methylbenzamide), C(C)(C)N(C(C)C)CC (N,N-diisopropylethylamine), ClC1=NC(=C(C=N1)C#N)Cl (2,6-dichloro-5-cyanopyrimidine). Run in C(C)(C)O (isopropyl alcohol). Yields the product ClC1=NC=C(C(=N1)NC1=C(C(=O)NC)C=CC=C1)C#N (2-(2-chloro-5-cyano-pyrimidin-4-ylamino)-N-methyl-benzamide). As a reaction SMILES: [Cl:1][C:2]1[N:7]=[CH:6][C:5]([C:8]#[N:9])=[C:4](Cl)[N:3]=1.[NH2:11][C:12]1[CH:21]=[CH:20][CH:19]=[CH:18][C:13]=1[C:14]([NH:16][CH3:17])=[O:15].C(N(CC)C(C)C)(C)C>C(O)(C)C>[Cl:1][C:2]1[N:3]=[C:4]([NH:11][C:12]2[CH:21]=[CH:20][CH:19]=[CH:18][C:13]=2[C:14]([NH:16][CH3:17])=[O:15])[C:5]([C:8]#[N:9])=[CH:6][N:7]=1. Reported procedure: In a similar fashion as outlined in Example 191a, 2,6-dichloro-5-cyanopyrimidine was reacted with 2-amino-N-methylbenzamide and N,N-diisopropylethylamine in isopropyl alcohol (no microwave −20° C., 10 minutes) to afford 2-(2-chloro-5-cyano-pyrimidin-4-ylamino)-N-methyl-benzamide as a yellow solid. Mp: 228-32° C. (dec); MS: 288.26 (M+H); 1H NMR (chloroform-d): δ 12.49 (s, 1H), δ 8.69 (d, J=8 Hz, 1H), δ 8.50 (s, 1H), δ 7.57 (m, 2H), δ 7.22 (t, J=8 Hz, 1H), δ 6.31 (br s, 1H), δ 3.08 (d, J=5 Hz, 3H)... Reactants: O (water), C(=O)OC(Cl)(Cl)Cl (trichloromethyl formate), FC=1C=C(C=C(C1)F)C1=NN(C(C=C1)=O)CC=1C=C(C(=O)NN)C=CC1 (3-[3-(3,5-difluorophenyl)-6-oxo-6H-pyridazin-1-ylmethyl]benzohydrazide). Solvent: O1CCOCC1 (dioxane), O1CCOCC1 (dioxane). Yields the product FC=1C=C(C=C(C1)F)C=1C=CC(N(N1)CC1=CC(=CC=C1)C=1OC(NN1)=O)=O (6-(3,5-difluorophenyl)-2-[3-(5-oxo-4,5-dihydro-1,3,4-oxadiazol-2-yl)benzyl]-2H-pyridazin-3-one). As a reaction SMILES: [CH:1](OC(Cl)(Cl)Cl)=[O:2].[F:8][C:9]1[CH:10]=[C:11]([C:16]2[CH:21]=[CH:20][C:19](=[O:22])[N:18]([CH2:23][C:24]3[CH:25]=[C:26]([CH:31]=[CH:32][CH:33]=3)[C:27]([NH:29][NH2:30])=[O:28])[N:17]=2)[CH:12]=[C:13]([F:15])[CH:14]=1.O>O1CCOCC1>[F:8][C:9]1[CH:10]=[C:11]([C:16]2[CH:21]=[CH:20][C:19](=[O:22])[N:18]([CH2:23][C:24]3[CH:33]=[CH:32][CH:31]=[C:26]([C:27]4[O:28][C:1](=[O:2])[NH:30][N:29]=4)[CH:25]=3)[N:17]=2)[CH:12]=[C:13]([F:15])[CH:14]=1. Reported procedure: 7.2 A solution of 131 mg (0.65 mmol) of trichloromethyl formate in 3 ml of dioxane is added to a suspension of 178 mg (0.50 mmol) of 3-[3-(3,5-difluorophenyl)-6-oxo-6H-pyridazin-1-ylmethyl]benzohydrazide in 1 ml of dioxane, and the mixture is heated at the boil for 4 hours. The reaction mixture is allowed to cool, and water is added. The resultant precipitate is filtered off with suction, washed with water and dried. The residue is chromatographed on a silica gel column with dichloromethane/meth... The reactants are FC(C=1C=CC2=C(C(=NCC(=N2)NN)C2=C(C=CC=C2)Cl)C1)(F)F (7-(trifluoromethyl)-2-hydrazino-5-(o-chlorophenyl)-3H-1,4-benzodiazepine), C(C(=O)C)(=O)OC (methyl pyruvate). Product: FC(C=1C=CC2=C(C(=NCC(=N2)NN=C(C)C(=O)OC)C2=C(C=CC=C2)Cl)C1)(F)F (7-(trifluoromethyl)-2-[[1-(methoxycarbonyl)ethylidene]hydrazino]-5-(o-chlorophenyl)-3H-1,4-benzodiazepine). As a reaction SMILES: [F:1][C:2]([F:24])([F:23])[C:3]1[CH:4]=[CH:5][C:6]2[N:12]=[C:11]([NH:13][NH2:14])[CH2:10][N:9]=[C:8]([C:15]3[CH:20]=[CH:19][CH:18]=[CH:17][C:16]=3[Cl:21])[C:7]=2[CH:22]=1.[C:25]([O:30][CH3:31])(=[O:29])[C:26]([CH3:28])=O>>[F:24][C:2]([F:1])([F:23])[C:3]1[CH:4]=[CH:5][C:6]2[N:12]=[C:11]([NH:13][N:14]=[C:26]([C:25]([O:30][CH3:31])=[O:29])[CH3:28])[CH2:10][N:9]=[C:8]([C:15]3[CH:20]=[CH:19][CH:18]=[CH:17][C:16]=3[Cl:21])[C:7]=2[CH:22]=1. Procedure: In the manner given in Example 1, 7-(trifluoromethyl)-2-hydrazino-5-(o-chlorophenyl)-3H-1,4-benzodiazepine can be stirred with methyl pyruvate at room temperature to give 7-(trifluoromethyl)-2-[[1-(methoxycarbonyl)ethylidene]hydrazino]-5-(o-chlorophenyl)-3H-1,4-benzodiazepine. Reactants: Cc1c(Cl)c(OCCCS(C)(=O)=O)c(Cl)c(C)c1-c1cccc(COc2ccc3c(c2)OCC3C(C)C(=O)[O-])c1, CO, [Na+], C1CCOC1, [OH-], O, O=C(O)CC(O)(CC(=O)O)C(=O)O. The product is Cc1c(Cl)c(OCCCS(C)(=O)=O)c(Cl)c(C)c1-c1cccc(COc2ccc3c(c2)OCC3CC(=O)O)c1. Reaction SMILES: [CH3:1][CH:2]([C:3](=[O:4])[O-:5])[CH:6]1[CH2:7][O:8][c:9]2[c:10]1[cH:11][cH:12][c:13]([O:15][CH2:16][c:17]1[cH:18][c:19](-[c:23]3[c:24]([CH3:40])[c:25]([Cl:39])[c:26]([O:31][CH2:32][CH2:33][CH2:34][S:35](=[O:36])(=[O:37])[CH3:38])[c:27]([Cl:30])[c:28]3[CH3:29])[cH:20][cH:21][cH:22]1)[cH:14]2.[CH3:41][OH:42].[Na+:44].[O:59]1[CH2:60][CH2:61][CH2:62][CH2:63]1.[OH-:43].[OH2:58].[OH:45][C:46]([CH2:47][C:48]([C:49](=[O:50])[OH:51])([CH2:52][C:53](=[O:54])[OH:55])[OH:56])=[O:57]>>[CH2:2]([C:3](=[O:4])[OH:5])[CH:6]1[CH2:7][O:8][c:9]2[c:10]1[cH:11][cH:12][c:13]([O:15][CH2:16][c:17]1[cH:18][c:19](-[c:23]3[c:24]([CH3:40])[c:25]([Cl:39])[c:26]([O:31][CH2:32][CH2:33][CH2:34][S:35](=[O:36])(=[O:37])[CH3:38])[c:27]([Cl:30])[c:28]3[CH3:29])[cH:20][cH:21][cH:22]1)[cH:14]2. Reactants: NC(=O)CCC(=O)NBr, O=C(OOC(=O)c1ccccc1)c1ccccc1, COC(=O)c1c(C)cccc1[N+](=O)[O-], ClC(Cl)(Cl)Cl. Product: COC(=O)c1c(CBr)cccc1[N+](=O)[O-]. Reaction SMILES: [Br:15][NH:16][C:17](=[O:18])[CH2:19][CH2:20][C:21]([NH2:22])=[O:23].[C:24]([O:25][O:26][C:27](=[O:28])[c:29]1[cH:30][cH:31][cH:32][cH:33][cH:34]1)(=[O:35])[c:36]1[cH:37][cH:38][cH:39][cH:40][cH:41]1.[CH3:1][O:2][C:3]([c:4]1[c:5]([CH3:13])[cH:6][cH:7][cH:8][c:9]1[N+:10](=[O:11])[O-:12])=[O:14].[Cl:42][C:43]([Cl:44])([Cl:45])[Cl:46]>>[CH3:1][O:2][C:3]([c:4]1[c:5]([CH2:13][Br:15])[cH:6][cH:7][cH:8][c:9]1[N+:10](=[O:11])[O-:12])=[O:14]. Reactants: O=C([O-])[O-], CCOC(=O)C(=O)Nc1nc(CC)c(CC)s1, CC(=O)O, [K+], [K+], O. Product: CCc1nc(NC(=O)C(=O)O)sc1CC. RXN SMILES: [C:18](=[O:19])([O-:20])[O-:21].[CH2:1]([CH3:2])[c:3]1[n:4][c:5]([NH:10][C:11](=[O:12])[C:13](=[O:14])[O:15][CH2:16][CH3:17])[s:6][c:7]1[CH2:8][CH3:9].[CH3:25][C:26](=[O:27])[OH:28].[K+:22].[K+:23].[OH2:24]>>[CH2:1]([CH3:2])[c:3]1[n:4][c:5]([NH:10][C:11](=[O:12])[C:13](=[O:14])[OH:15])[s:6][c:7]1[CH2:8][CH3:9].